This data is from the Open Reaction Database (ORD), a public repository of structured organic reaction records. The task is: describe an organic reaction: reactants, conditions, products, and yield Starting materials: CC(=O)O, Cl, FC1(F)CCNCC1, O=N[O-], [Na+], [Na+], [Na+], [OH-], O, O=C([O-])O. Product: O=NN1CCC(F)(F)CC1. Reaction SMILES: [CH3:22][C:23](=[O:24])[OH:25].[ClH:1].[F:2][C:3]1([F:9])[CH2:4][CH2:5][NH:6][CH2:7][CH2:8]1.[N:12](=[O:13])[O-:14].[Na+:11].[Na+:15].[Na+:16].[OH-:10].[OH2:21].[OH:17][C:18](=[O:19])[O-:20]>>[F:2][C:3]1([F:9])[CH2:4][CH2:5][N:6]([N:12]=[O:13])[CH2:7][CH2:8]1. The reactants are Cl.C(C1=CC=CC=C1)OC(=O)C1=C(N2C(C(CN2C1)NC(=O)OC(C)(C)C)=O)C(=O)OCC=C (allyl 3-(benzyloxycarbonyl)-7-(R,S)-(t-butoxycarbonylamino)-8-oxo-1,5-diazabicyclo[3.3.0]octa-2-ene-2-carboxylate hydrochloride), Cl (hydrochloric acid). Solvent: C(C)(=O)O (acetic acid). Run at time 25 minute. Yields the product Cl.C(C1=CC=CC=C1)OC(=O)C1=C(N2C(C(CN2C1)N)=O)C(=O)OCC=C (Allyl 3-(benzyloxycarbonyl)-7-(R,S)-amino-8-oxo-1,5-diazabicyclo[3.3.0]octa-2-ene-2-carboxylate hydrochloride). As a reaction SMILES: [ClH:1].[CH2:2]([O:9][C:10]([C:12]1[CH2:19][N:18]2[N:14]([C:15](=[O:28])[CH:16]([NH:20]C(OC(C)(C)C)=O)[CH2:17]2)[C:13]=1[C:29]([O:31][CH2:32][CH:33]=[CH2:34])=[O:30])=[O:11])[C:3]1[CH:8]=[CH:7][CH:6]=[CH:5][CH:4]=1.Cl>C(O)(=O)C>[ClH:1].[CH2:2]([O:9][C:10]([C:12]1[CH2:19][N:18]2[N:14]([C:15](=[O:28])[CH:16]([NH2:20])[CH2:17]2)[C:13]=1[C:29]([O:31][CH2:32][CH:33]=[CH2:34])=[O:30])=[O:11])[C:3]1[CH:8]=[CH:7][CH:6]=[CH:5][CH:4]=1 |f:0.1,4.5|. Procedure details: Under a nitrogen atmosphere, allyl 3-(benzyloxycarbonyl)-7-(R,S)-(t-butoxycarbonylamino)-8-oxo-1,5-diazabicyclo[3.3.0]octa-2-ene-2-carboxylate hydrochloride (370 mg, 0.81 mmol) was combined with a 3N hydrochloric acid solution in glacial acetic acid (15 ml) and the solution was stirred at room temperature for 25 minutes. The acid was removed in vacuo and the remaining volatiles on the resultant residue were removed by azeotropic distillation with methylene chloride (2×) to give the title salt. Starting materials: C1(CC1)C(=O)C1=C(C=C(C=C1)F)O (cyclopropyl (4-fluoro-2-hydroxyphenyl)methanone), I (hydroiodic acid). Run at temperature 0 celsius, time 1.5 hour. Yields the product 36.4, FC1=CC(=C(C=C1)C(CCCI)=O)O (1-(4-fluoro-2-hydroxyphenyl)-4-iodo-1-butanone). The yield is 70.0%. Reaction SMILES: [CH:1]1([C:4]([C:6]2[CH:11]=[CH:10][C:9]([F:12])=[CH:8][C:7]=2[OH:13])=[O:5])[CH2:3][CH2:2]1.[IH:14]>>[F:12][C:9]1[CH:10]=[CH:11][C:6]([C:4](=[O:5])[CH2:1][CH2:2][CH2:3][I:14])=[C:7]([OH:13])[CH:8]=1. Procedure: 30.6 Parts of cyclopropyl (4-fluoro-2-hydroxyphenyl)methanone were added portionwise to 450 parts of hydroiodic acid solution 50%. The whole was heated to reflux and stirring was continued for 1.50 hours at reflux temperature. The reaction mixture was cooled to 0° C. The precipitated product was filtered off and dissolved in 300 parts of trichloromethane. The solution was dried, filtered and evaporated. The residue was dissolved in 210 parts of petroleumether while heating. The solution was trea... Reactants: COc1ccc(C(C)(C)C)cc1C(=O)O, ClCCCl, COC(=O)c1n[nH]cc1N, CN(C)C=O, On1nnc2ccccc21. The product is COC(=O)c1n[nH]cc1NC(=O)c1cc(C(C)(C)C)ccc1OC. As a reaction SMILES: [C:25]([CH3:26])([CH3:27])([CH3:28])[c:29]1[cH:30][cH:31][c:32]([O:38][CH3:39])[c:33]([C:34](=[O:35])[OH:36])[cH:37]1.[CH2:1]([Cl:2])[CH2:3][Cl:4].[CH3:15][O:16][C:17](=[O:18])[c:19]1[n:20][nH:21][cH:22][c:23]1[NH2:24].[O:40]=[CH:41][N:42]([CH3:43])[CH3:44].[OH:5][n:6]1[c:7]2[c:8]([cH:9][cH:10][cH:11][cH:12]2)[n:13][n:14]1>>[CH3:15][O:16][C:17](=[O:18])[c:19]1[n:20][nH:21][cH:22][c:23]1[NH:24][C:34]([c:33]1[c:32]([O:38][CH3:39])[cH:31][cH:30][c:29]([C:25]([CH3:26])([CH3:27])[CH3:28])[cH:37]1)=[O:35]. Starting materials: Cc1ccccc1, CC(C)c1csc(CCc2ccn3c(=O)c(C=CC(=O)OC(C)(C)C)c(O)nc3c2)n1, O=CO. The product is CC(C)c1csc(CCc2ccn3c(=O)c(C=CC(=O)O)c(O)nc3c2)n1. Reaction SMILES: [CH3:35][c:36]1[cH:37][cH:38][cH:39][cH:40][cH:41]1.[CH:1]([CH3:2])([CH3:3])[c:4]1[n:5][c:6]([CH2:9][CH2:10][c:11]2[cH:12][c:13]3[n:14]([c:15](=[O:29])[c:16]([CH:20]=[CH:21][C:22](=[O:23])[O:24][C:25]([CH3:26])([CH3:27])[CH3:28])[c:17]([OH:19])[n:18]3)[cH:30][cH:31]2)[s:7][cH:8]1.[CH:32]([OH:33])=[O:34]>>[CH:1]([CH3:2])([CH3:3])[c:4]1[n:5][c:6]([CH2:9][CH2:10][c:11]2[cH:12][c:13]3[n:14]([c:15](=[O:29])[c:16]([CH:20]=[CH:21][C:22](=[O:23])[OH:24])[c:17]([OH:19])[n:18]3)[cH:30][cH:31]2)[s:7][cH:8]1. The reactants are O=Cc1ccc(C(=O)O)cc1, CC(=O)c1ccccc1, C[O-], CO, [Na+]. Yields the product O=C(O)c1ccc(C=CC(=O)c2ccccc2)cc1. Reaction SMILES: [C:4](=[O:5])([OH:6])[c:7]1[cH:8][cH:9][c:10]([CH:11]=[O:12])[cH:13][cH:14]1.[CH3:15][C:16](=[O:17])[c:18]1[cH:19][cH:20][cH:21][cH:22][cH:23]1.[CH3:1][O-:2].[CH3:24][OH:25].[Na+:3]>>[C:4](=[O:5])([OH:6])[c:7]1[cH:8][cH:9][c:10]([CH:11]=[CH:15][C:16](=[O:17])[c:18]2[cH:19][cH:20][cH:21][cH:22][cH:23]2)[cH:13][cH:14]1.